Dataset: the Open Reaction Database (ORD), a public repository of structured organic reaction records. Task: describe an organic reaction: reactants, conditions, products, and yield Starting materials: C(C)OC(=O)C1(CC1)C1=CC=C(C=C1)C1=CC=C(C=C1)C1=C(C(=NO1)C)N (1-[4′-(4-amino-3-methyl-isoxazol-5-yl)-biphenyl-4-yl]-cyclopropanecarboxylic acid ethyl ester), BrC1=NC(=CC=C1)C#N (2-bromo-6-cyanopyridine). Product: C(C)OC(=O)C1(CC1)C1=CC=C(C=C1)C1=CC=C(C=C1)C1=C(C(=NO1)C)NC1=NC(=CC=C1)C#N (1-{4′-[4-(6-Cyano-pyridin-2-ylamino)-3-methyl-isoxazol-5-yl]-biphenyl-4-yl}-cyclopropanecarboxylic acid ethyl ester). RXN SMILES: [CH2:1]([O:3][C:4]([C:6]1([C:9]2[CH:14]=[CH:13][C:12]([C:15]3[CH:20]=[CH:19][C:18]([C:21]4[O:25][N:24]=[C:23]([CH3:26])[C:22]=4[NH2:27])=[CH:17][CH:16]=3)=[CH:11][CH:10]=2)[CH2:8][CH2:7]1)=[O:5])[CH3:2].Br[C:29]1[CH:34]=[CH:33][CH:32]=[C:31]([C:35]#[N:36])[N:30]=1>>[CH2:1]([O:3][C:4]([C:6]1([C:9]2[CH:10]=[CH:11][C:12]([C:15]3[CH:20]=[CH:19][C:18]([C:21]4[O:25][N:24]=[C:23]([CH3:26])[C:22]=4[NH:27][C:29]4[CH:34]=[CH:33][CH:32]=[C:31]([C:35]#[N:36])[N:30]=4)=[CH:17][CH:16]=3)=[CH:13][CH:14]=2)[CH2:8][CH2:7]1)=[O:5])[CH3:2]. Procedure: Prepared according to the procedure described in Example 134, Step 3, using 1-[4′-(4-amino-3-methyl-isoxazol-5-yl)-biphenyl-4-yl]-cyclopropanecarboxylic acid ethyl ester and 2-bromo-6-cyanopyridine.